This data is from the Open Reaction Database (ORD), a public repository of structured organic reaction records. The task is: describe an organic reaction: reactants, conditions, products, and yield Product: FC1=CC=C(COC(C2=CC(=CC(=C2)C2=C(CCC2)C2=C(C=CC(=C2)F)OCC2=CC=C(C=C2)F)NC(CC)=O)=O)C=C1 (5-{2-[5-fluoro-2(4-fluorobenzyloxy)phenyl]cyclopent-1-enyl}-3-(propionamido)benzoic acid 4-fluorobenzyl ester). Solvent: CC(=O)C (acetone). Procedure details: Prepared by general procedure 5 but using 5-[2-(5-fluoro-2-hydroxyphenyl)cyclopent-1-enyl]-3-(propionamido)benzoic acid instead of 6-[2-(5-chloro-2-hydroxyphenyl)cyclopent-1-enyl]pyridine-2 carboxylic acid, 4-fluorobenzyl bromide instead of 4-chlorobenzyl bromide and acetone instead of 2-butanone. Reactants: FC=1C=CC(=C(C1)C1=C(CCC1)C=1C=C(C=C(C(=O)O)C1)NC(CC)=O)O (5-[2-(5-fluoro-2-hydroxyphenyl)cyclopent-1-enyl]-3-(propionamido)benzoic acid), FC1=CC=C(CBr)C=C1 (4-fluorobenzyl bromide). Reaction SMILES: [F:1][C:2]1[CH:3]=[CH:4][C:5]([OH:27])=[C:6]([C:8]2[CH2:12][CH2:11][CH2:10][C:9]=2[C:13]2[CH:14]=[C:15]([NH:22][C:23](=[O:26])[CH2:24][CH3:25])[CH:16]=[C:17]([CH:21]=2)[C:18]([OH:20])=[O:19])[CH:7]=1.[F:28][C:29]1[CH:36]=[CH:35][C:32]([CH2:33]Br)=[CH:31][CH:30]=1>CC(C)=O>[F:28][C:29]1[CH:36]=[CH:35][C:32]([CH2:33][O:19][C:18](=[O:20])[C:17]2[CH:21]=[C:13]([C:9]3[CH2:10][CH2:11][CH2:12][C:8]=3[C:6]3[CH:7]=[C:2]([F:1])[CH:3]=[CH:4][C:5]=3[O:27][CH2:33][C:32]3[CH:35]=[CH:36][C:29]([F:28])=[CH:30][CH:31]=3)[CH:14]=[C:15]([NH:22][C:23](=[O:26])[CH2:24][CH3:25])[CH:16]=2)=[CH:31][CH:30]=1. Reactants: C1(=CC=CC=C1)S(=O)(=O)C1=C(NN=C1SC)N (4-benzenesulphonyl-5-methylsulphanyl-2H-pyrazol-3-ylamine), C(C(C)(C)C)(=O)CC(=O)OCC (ethyl pivaloylacetate), polyphosphoric acid. The solvent is O (water). Product: C1(=CC=CC=C1)S(=O)(=O)C=1C(=NN2C1N=C(C=C2O)C(C)(C)C)SC (3-benzenesulphonyl-5-tert-butyl-2-methylsulphanyl-pyrazolo[1,5-a]pyrimidin-7-ol). Isolated yield 48.0%. RXN SMILES: [C:1]1([S:7]([C:10]2[C:14]([S:15][CH3:16])=[N:13][NH:12][C:11]=2[NH2:17])(=[O:9])=[O:8])[CH:6]=[CH:5][CH:4]=[CH:3][CH:2]=1.[C:18]([CH2:24][C:25](OCC)=[O:26])(=O)[C:19]([CH3:22])([CH3:21])[CH3:20]>O>[C:1]1([S:7]([C:10]2[C:14]([S:15][CH3:16])=[N:13][N:12]3[C:25]([OH:26])=[CH:24][C:18]([C:19]([CH3:22])([CH3:21])[CH3:20])=[N:17][C:11]=23)(=[O:9])=[O:8])[CH:2]=[CH:3][CH:4]=[CH:5][CH:6]=1. Reported procedure: 2 g (7.4 mmol) of 4-benzenesulphonyl-5-methylsulphanyl-2H-pyrazol-3-ylamine and 2.91 ml (18.3 mmol) of ethyl pivaloylacetate were added to 27 g of polyphosphoric acid and heated to 120° for 5 hrs. After cooling 100 ml of water were slowly added thereto and the mixture was extracted three times with CH2Cl2. The organic phase was dried (MgSO4), filtered and evaporated. Chromatography (SiO2, CH2Cl2/EtOAc) yielded 1.34 g (48%) of 3-benzenesulphonyl-5-tert-butyl-2-methylsulphanyl-pyrazolo[1,5-a]pyrim... Yields the product BrC1=C(C=CC=C1)N1CCN(CC1)C (1-(2-Bromophenyl)-4-methylpiperazine). Reported procedure: The title compound was prepared from dibromobenzene and 1-methylpiperazine in a similar manner to Example 110 (a). RXN SMILES: Br[C:2]1[CH:7]=[CH:6][CH:5]=[CH:4][C:3]=1[Br:8].[CH3:9][N:10]1[CH2:15][CH2:14][NH:13][CH2:12][CH2:11]1>>[Br:8][C:3]1[CH:4]=[CH:5][CH:6]=[CH:7][C:2]=1[N:13]1[CH2:14][CH2:15][N:10]([CH3:9])[CH2:11][CH2:12]1. Reactants: BrC1=C(C=CC=C1)Br (dibromobenzene), CN1CCNCC1 (1-methylpiperazine), Example 110 ( a ).